Dataset: the Open Reaction Database (ORD), a public repository of structured organic reaction records. Task: describe an organic reaction: reactants, conditions, products, and yield Reactants: ClC(=O)OCCOC (2-methoxyethyl chloroformate), ClC(=O)OCCOC (2-Methoxyethyl chloroformate), FC=1C=C(C=CC1C=1C=NC(=CC1)C1=NO[C@@H](C1)CO)N1C(O[C@H](C1)CN1N=NC=C1)=O ((5R)-3-(3-Fluoro-4-{6-[(5S)-5-(hydroxymethyl)-4,5-dihydroisoxazol-3-yl]pyridin-3-yl}phenyl)-5-(1H-1,2,3-triazol-1-ylmethyl)-1,3-oxazolidin-2-one). Run in N1=CC=CC=C1 (pyridine), CN(C)C=O (DMF), O (water). Reaction conditions: temperature 0 celsius, time 45 minute. The product is C(OC[C@@H]1CC(=NO1)C1=NC=C(C=C1)C1=C(C=C(C=C1)N1C(O[C@H](C1)CN1N=NC=C1)=O)F)(OCCOC)=O ([(5S)-3-(5-{2-Fluoro-4-[(5R)-2-oxo-5-(1H-1,2,3-triazol-1-ylmethyl)-1,3-oxazolidin-3-yl]phenyl}pyridin-2-yl)-4,5-dihydroisoxazol-5-yl]methyl 2-methoxyethyl carbonate). Yield: 80.4%. RXN SMILES: [F:1][C:2]1[CH:3]=[C:4]([N:21]2[CH2:25][C@H:24]([CH2:26][N:27]3[CH:31]=[CH:30][N:29]=[N:28]3)[O:23][C:22]2=[O:32])[CH:5]=[CH:6][C:7]=1[C:8]1[CH:9]=[N:10][C:11]([C:14]2[CH2:18][C@@H:17]([CH2:19][OH:20])[O:16][N:15]=2)=[CH:12][CH:13]=1.Cl[C:34]([O:36][CH2:37][CH2:38][O:39][CH3:40])=[O:35]>CN(C=O)C.N1C=CC=CC=1.O>[C:34](=[O:35])([O:36][CH2:37][CH2:38][O:39][CH3:40])[O:20][CH2:19][C@H:17]1[O:16][N:15]=[C:14]([C:11]2[CH:12]=[CH:13][C:8]([C:7]3[CH:6]=[CH:5][C:4]([N:21]4[CH2:25][C@H:24]([CH2:26][N:27]5[CH:31]=[CH:30][N:29]=[N:28]5)[O:23][C:22]4=[O:32])=[CH:3][C:2]=3[F:1])=[CH:9][N:10]=2)[CH2:18]1. Reported procedure: (5R)-3-(3-Fluoro-4-{6-[(5S)-5-hydroxymethyl)-4,5-dihydroisoxazol-3-yl]pyridin-3-yl}phenyl)-5-(1H-1,2,3-triazol-1-ylmethyl)-1,3-oxazolidin-2-one (Example 1, 0.2 g, 0.46 mmol) was dissolved in DMF (4 ml) and pyridine (0.5 ml), then cooled to 0° C. 2-Methoxyethyl chloroformate (0.2 ml, 1.73 mmol) was added, the mixture was stirred at 0° C. for 45 minutes followed by addition of a second portion of 2-methoxyethyl chloroformate. The mixture was stirred for one additional hour at 0° C., then diluted w... The reactants are BrC=1C(=CC2=C(C(=NCC(N2)=O)C2=C(C=CC=C2)Cl)C1)O (7-bromo-5-(2-chlorophenyl)-1,3-dihydro-8-hydroxy-2H-1,4-benzodiazepin-2-one), C([O-])([O-])=O.[Na+].[Na+] (sodium carbonate), ClCCCN1CCOCC1 (4-(3-chloropropyl)-morpholine). Solvent: CN(C=O)C (dimethylformamide). Reaction conditions: temperature 50 celsius, time 73 hour. The product is BrC=1C(=CC2=C(C(=NCC(N2)=O)C2=C(C=CC=C2)Cl)C1)OCCCN1CCOCC1 (7-bromo-5-(2-chlorophenyl)-1,3-dihydro-8-(3-(4-morpholinyl)propoxy)-2H-1,4-benzodiazepin-2-one). The yield is 69.8%. RXN SMILES: [Br:1][C:2]1[C:3]([OH:21])=[CH:4][C:5]2[NH:11][C:10](=[O:12])[CH2:9][N:8]=[C:7]([C:13]3[CH:18]=[CH:17][CH:16]=[CH:15][C:14]=3[Cl:19])[C:6]=2[CH:20]=1.C(=O)([O-])[O-].[Na+].[Na+].Cl[CH2:29][CH2:30][CH2:31][N:32]1[CH2:37][CH2:36][O:35][CH2:34][CH2:33]1>CN(C)C=O>[Br:1][C:2]1[C:3]([O:21][CH2:29][CH2:30][CH2:31][N:32]2[CH2:37][CH2:36][O:35][CH2:34][CH2:33]2)=[CH:4][C:5]2[NH:11][C:10](=[O:12])[CH2:9][N:8]=[C:7]([C:13]3[CH:18]=[CH:17][CH:16]=[CH:15][C:14]=3[Cl:19])[C:6]=2[CH:20]=1 |f:1.2.3|. Reported procedure: A mixture of 1.8281 g (0.005 mole) of 7-bromo-5-(2-chlorophenyl)-1,3-dihydro-8-hydroxy-2H-1,4-benzodiazepin-2-one (Ipp) from the previous step, 0.636 g of sodium carbonate, 0.9818 g (0.006 mole) of 4-(3-chloropropyl)-morpholine and 50 mL of dimethylformamide was stirred at 50° C., under an argon atmosphere for 73 hours. The mixture was then cooled and partitioned between ethyl acetate and saturated sodium bicarbonate. The aqueous layer was then reextracted with ethyl acetate. The ethyl acetate l... The reactants are ClC=1NC2=C(N1)C=CC(=C2)C (2-chloro-5-methylbenzimidazole), C(C=1C(N)=CC=CC1)(=O)O (anthranilic acid). The product is CC1=CC2=C(C=C1)N1C(=NC3=CC=CC=C3C1=O)N2 (8-methylbenzimidazo[2,1-b]-quinazolin-12(6H)one), CC=1C=CC2=C(C1)N1C(=NC3=CC=CC=C3C1=O)N2 (9-methylbenzimidazo[2,1-b]quinazolin-12(6H)one). Reaction SMILES: Cl[C:2]1[NH:3][C:4]2[CH:10]=[C:9]([CH3:11])[CH:8]=[CH:7][C:5]=2[N:6]=1.[C:12]([OH:21])(=[O:20])[C:13]1[C:14](=[CH:16][CH:17]=[CH:18][CH:19]=1)[NH2:15]>>[CH3:11][C:9]1[CH:8]=[CH:7][C:5]2[N:6]3[C:12](=[O:20])[C:13]4[C:14](=[CH:16][CH:17]=[CH:18][CH:19]=4)[N:15]=[C:2]3[NH:3][C:4]=2[CH:10]=1.[CH3:11][C:9]1[CH:8]=[CH:7][C:5]2[NH:6][C:2]3=[N:15][C:14]4[C:13]([C:12](=[O:21])[N:3]3[C:4]=2[CH:10]=1)=[CH:19][CH:18]=[CH:17][CH:16]=4. Procedure: The reaction of 2-chloro-5-methylbenzimidazole with anthranilic acid according to the procedure described in Example 1 yielded a solid mixture comprising 8-methylbenzimidazo[2,1-b]-quinazolin-12(6H)one and 9-methylbenzimidazo[2,1-b]quinazolin-12(6H)one. Reaction SMILES: [CH3:38][OH:39].[CH:1]12[N:2]([c:8]3[n:9][c:10](-[c:17]4[cH:18][c:19]([NH:23][CH:24]([CH3:25])[c:26]5[cH:27][cH:28][cH:29][cH:30][cH:31]5)[n:20][cH:21][cH:22]4)[cH:11][c:12]4[n:13]3[cH:14][cH:15][n:16]4)[CH2:3][CH:4]([NH:5][CH2:6]1)[CH2:7]2.[CH:40]([Cl:41])([Cl:42])[Cl:43].[Cl:44][CH2:45][Cl:46].[O:32]=[C:33]1[CH2:34][CH2:35][CH2:36][CH2:37]1>>[CH:1]12[N:2]([c:8]3[n:9][c:10](-[c:17]4[cH:18][c:19]([NH:23][CH:24]([CH3:25])[c:26]5[cH:27][cH:28][cH:29][cH:30][cH:31]5)[n:20][cH:21][cH:22]4)[cH:11][c:12]4[n:13]3[cH:14][cH:15][n:16]4)[CH2:3][CH:4]([N:5]([CH:33]3[CH2:34][CH2:35][CH2:36][CH2:37]3)[CH2:6]1)[CH2:7]2. The product is CC(Nc1cc(-c2cc3nccn3c(N3CC4CC3CN4C3CCCC3)n2)ccn1)c1ccccc1. Reactants: CO, CC(Nc1cc(-c2cc3nccn3c(N3CC4CC3CN4)n2)ccn1)c1ccccc1, ClC(Cl)Cl, ClCCl, O=C1CCCC1. The reactants are CCOC(=O)CCc1ccc(Oc2cc(C)cc(Oc3ccc(C(F)(F)F)cc3Oc3ccccc3)c2)cc1C, CCO, Cl, [Na+], [OH-], O. Product: Cc1cc(Oc2ccc(CCC(=O)O)c(C)c2)cc(Oc2ccc(C(F)(F)F)cc2Oc2ccccc2)c1. Reaction SMILES: [CH2:1]([CH3:2])[O:3][C:4]([CH2:5][CH2:6][c:7]1[c:8]([CH3:39])[cH:9][c:10]([O:13][c:14]2[cH:15][c:16]([CH3:38])[cH:17][c:18]([O:20][c:21]3[c:22]([O:31][c:32]4[cH:33][cH:34][cH:35][cH:36][cH:37]4)[cH:23][c:24]([C:27]([F:28])([F:29])[F:30])[cH:25][cH:26]3)[cH:19]2)[cH:11][cH:12]1)=[O:40].[CH3:44][CH2:45][OH:46].[ClH:43].[Na+:42].[OH-:41].[OH2:47]>>[O:3]=[C:4]([CH2:5][CH2:6][c:7]1[c:8]([CH3:39])[cH:9][c:10]([O:13][c:14]2[cH:15][c:16]([CH3:38])[cH:17][c:18]([O:20][c:21]3[c:22]([O:31][c:32]4[cH:33][cH:34][cH:35][cH:36][cH:37]4)[cH:23][c:24]([C:27]([F:28])([F:29])[F:30])[cH:25][cH:26]3)[cH:19]2)[cH:11][cH:12]1)[OH:40].